From a dataset of the Open Reaction Database (ORD), a public repository of structured organic reaction records. describe an organic reaction: reactants, conditions, products, and yield Starting materials: ClCCl, CC(=O)Cl, Cl, O, C=C(C#N)C(O)C(C)C, c1ccncc1. The product is C=C(C#N)C(OC(C)=O)C(C)C. As a reaction SMILES: [CH2:22]([Cl:23])[Cl:24].[CH3:16][C:17]([Cl:18])=[O:19].[ClH:20].[OH2:21].[OH:1][CH:2]([C:3]([C:4]#[N:5])=[CH2:6])[CH:7]([CH3:8])[CH3:9].[cH:10]1[cH:11][cH:12][n:13][cH:14][cH:15]1>>[O:1]([CH:2]([C:3]([C:4]#[N:5])=[CH2:6])[CH:7]([CH3:8])[CH3:9])[C:17]([CH3:16])=[O:19].